From a dataset of the Open Reaction Database (ORD), a public repository of structured organic reaction records. describe an organic reaction: reactants, conditions, products, and yield Starting materials: CN(/C=C/C(=O)C1=NN(C=CC1=O)C1=CC(=CC=C1)OC(F)(F)F)C (3-((E)-3-dimethylamino-acryloyl)-1-(3-trifluoromethoxy-phenyl)-1H-pyridazin-4-one), CC1=C(C=CC=C1C)NN ((2,3-dimethyl-phenyl)-hydrazine). The product is CC1=C(C=CC=C1C)N1N=CC=C1C1=NN(C=CC1=O)C1=CC(=CC=C1)OC(F)(F)F (3-[2-(2,3-Dimethyl-phenyl)-2H-pyrazol-3-yl]-1-(3-trifluoromethoxy-phenyl)-1H-pyridazin-4-one). Reaction SMILES: C[N:2](C)/[CH:3]=[CH:4]/[C:5]([C:7]1[C:12](=[O:13])[CH:11]=[CH:10][N:9]([C:14]2[CH:19]=[CH:18][CH:17]=[C:16]([O:20][C:21]([F:24])([F:23])[F:22])[CH:15]=2)[N:8]=1)=O.[CH3:26][C:27]1[C:32]([CH3:33])=[CH:31][CH:30]=[CH:29][C:28]=1[NH:34]N>>[CH3:26][C:27]1[C:32]([CH3:33])=[CH:31][CH:30]=[CH:29][C:28]=1[N:34]1[C:5]([C:7]2[C:12](=[O:13])[CH:11]=[CH:10][N:9]([C:14]3[CH:19]=[CH:18][CH:17]=[C:16]([O:20][C:21]([F:24])([F:23])[F:22])[CH:15]=3)[N:8]=2)=[CH:4][CH:3]=[N:2]1. Reported procedure: Reaction of 3-((E)-3-dimethylamino-acryloyl)-1-(3-trifluoromethoxy-phenyl)-1H-pyridazin-4-one (A-6) and (2,3-dimethyl-phenyl)-hydrazine according to example 43 gave the desired product. MS: M=425.8 (M)+